Dataset: the Open Reaction Database (ORD), a public repository of structured organic reaction records. Task: describe an organic reaction: reactants, conditions, products, and yield Reactants: C(O)([O-])=O.[Na+] (sodium hydrogencarbonate), OC1=C(C=C(C=C1)/C=C/CN1CCC(CC1)C1=CC=C(C=C1)OC1=CC=CC=C1)OC ((E)-1-[3-(4-hydroxy-3-methoxyphenyl)-2-propenyl]-4-(4-phenoxyphenyl)piperidine), COC1=C(C=O)C=CC(=C1OC)OC (2,3,4-trimethoxybenzaldehyde), C(=O)O (formic acid). Run in C(C)(=O)OCC (ethyl acetate). Reaction conditions: temperature 120 celsius. Yields the product O(C1=CC=CC=C1)C1=CC=C(C=C1)C1CCN(CC1)CC1=C(C(=C(C=C1)OC)OC)OC (4-(4-phenoxyphenyl)-1-[(2,3,4-trimethoxyphenyl)methyl]piperidine). The yield is 73.0%. Reaction SMILES: OC1C=CC(/C=C/C[N:11]2[CH2:16][CH2:15][CH:14]([C:17]3[CH:22]=[CH:21][C:20]([O:23][C:24]4[CH:29]=[CH:28][CH:27]=[CH:26][CH:25]=4)=[CH:19][CH:18]=3)[CH2:13][CH2:12]2)=CC=1OC.[CH3:32][O:33][C:34]1[C:41]([O:42][CH3:43])=[C:40]([O:44][CH3:45])[CH:39]=[CH:38][C:35]=1[CH:36]=O.C(O)=O.C(=O)([O-])O.[Na+]>C(OCC)(=O)C>[O:23]([C:20]1[CH:21]=[CH:22][C:17]([CH:14]2[CH2:13][CH2:12][N:11]([CH2:36][C:35]3[CH:38]=[CH:39][C:40]([O:44][CH3:45])=[C:41]([O:42][CH3:43])[C:34]=3[O:33][CH3:32])[CH2:16][CH2:15]2)=[CH:18][CH:19]=1)[C:24]1[CH:25]=[CH:26][CH:27]=[CH:28][CH:29]=1 |f:3.4|. Reported procedure: A mixture of 1.27 g of the compound (9) synthesized in Example 2 and 0.8 g of 2,3,4-trimethoxybenzaldehyde was stirred at 120° C., then, 0.18 ml of formic acid was added dropwise. This was stirred for one hour at the same temperature, then ethyl acetate and a saturated aqueous solution of sodium hydrogencarbonate were added and the results were shaken. The organic layer was dried, filtered, then concentrated under reduced pressure to obtain a residue which was then purified by silica gel column ... The reactants are OC/C=C(\C)/C1=CC=C(C=C1)C1=CC=C(C=C1)C(C)=O ((E)-1-[4′-(3-hydroxy-1-methyl-propenyl)-biphenyl-4-yl]-ethanone), C(C)O[C@H](C(=O)OCC)CC1=CC=C(C=C1)O ((S)-ethyl 2-ethoxy-3-(4-hydroxyphenyl)-propionate). Product: C(C)(=O)C1=CC=C(C=C1)C1=CC=C(C=C1)/C(=C/COC1=CC=C(C=C1)C[C@@H](C(=O)OCC)OCC)/C ((E)-(S)-Ethyl 3-{4-[3-(4′-Acetyl-biphenyl-4-yl)-but-2-enyloxy]-phenyl}-2-ethoxy-propionate). The yield is 75.4%. RXN SMILES: [OH:1][CH2:2]/[CH:3]=[C:4](/[C:6]1[CH:11]=[CH:10][C:9]([C:12]2[CH:17]=[CH:16][C:15]([C:18](=[O:20])[CH3:19])=[CH:14][CH:13]=2)=[CH:8][CH:7]=1)\[CH3:5].[CH2:21]([O:23][C@@H:24]([CH2:30][C:31]1[CH:36]=[CH:35][C:34](O)=[CH:33][CH:32]=1)[C:25]([O:27][CH2:28][CH3:29])=[O:26])[CH3:22]>>[C:18]([C:15]1[CH:14]=[CH:13][C:12]([C:9]2[CH:10]=[CH:11][C:6](/[C:4](/[CH3:5])=[CH:3]/[CH2:2][O:1][C:34]3[CH:33]=[CH:32][C:31]([CH2:30][C@H:24]([O:23][CH2:21][CH3:22])[C:25]([O:27][CH2:28][CH3:29])=[O:26])=[CH:36][CH:35]=3)=[CH:7][CH:8]=2)=[CH:17][CH:16]=1)(=[O:20])[CH3:19]. Procedure: The title compound (275 mg, 75%) was prepared from (E)-1-[4′-(3-hydroxy-1-methyl-propenyl)-biphenyl-4-yl]-ethanone (200 mg, 0.75 mmol) and (S)-ethyl 2-ethoxy-3-(4-hydroxyphenyl)-propionate (188 mg, 0.79 mmol) by a procedure analogous to that described in example 52c. Starting materials: CCCC(O)c1cc(C(=O)OC)c(NC(C)=O)cc1C(F)(F)F, CCOC(C)=O, ClCCl, [Na+], [Na+], O=S([O-])[O-]. Product: CCCC(=O)c1cc(C(=O)OC)c(NC(C)=O)cc1C(F)(F)F. Reaction SMILES: [CH3:1][O:2][C:3]([c:4]1[c:5]([NH:19][C:20]([CH3:21])=[O:22])[cH:6][c:7]([C:15]([F:16])([F:17])[F:18])[c:8]([CH:10]([CH2:11][CH2:12][CH3:13])[OH:14])[cH:9]1)=[O:23].[CH3:33][CH2:34][O:35][C:36]([CH3:37])=[O:38].[Cl:30][CH2:31][Cl:32].[Na+:28].[Na+:29].[S:24]([O-:25])([O-:26])=[O:27]>>[CH3:1][O:2][C:3]([c:4]1[c:5]([NH:19][C:20]([CH3:21])=[O:22])[cH:6][c:7]([C:15]([F:16])([F:17])[F:18])[c:8]([C:10]([CH2:11][CH2:12][CH3:13])=[O:14])[cH:9]1)=[O:23]. Reactants: ClC1=C(C=C(C=C1)[N+](=O)[O-])C1=CC2=C(N=C(N=N2)NC2=CC=C(C=C2)S(=O)(=O)NCCN2CCCC2)C(=C1)C (4-[7-(2-chloro-5-nitro-phenyl)-5-methyl-benzo[1,2,4]triazin-3-ylamino]-N-(2-pyrrolidin-1-yl-ethyl)-benzenesulfonamide). The solvent is CO (MeOH). Conditions: time 4 hour. Yields the product NC=1C=CC(=C(C1)C1=CC2=C(N=C(N=N2)NC2=CC=C(C=C2)S(=O)(=O)NCCN2CCCC2)C(=C1)C)Cl (4-[7-(5-amino-2-chloro-phenyl)-5-methyl-benzo[1,2,4]triazin-3-ylamino]-N-(2-pyrrolidin-1-yl-ethyl)-benzenesulfonamide). RXN SMILES: [Cl:1][C:2]1[CH:7]=[CH:6][C:5]([N+:8]([O-])=O)=[CH:4][C:3]=1[C:11]1[CH:38]=[C:37]([CH3:39])[C:14]2[N:15]=[C:16]([NH:19][C:20]3[CH:25]=[CH:24][C:23]([S:26]([NH:29][CH2:30][CH2:31][N:32]4[CH2:36][CH2:35][CH2:34][CH2:33]4)(=[O:28])=[O:27])=[CH:22][CH:21]=3)[N:17]=[N:18][C:13]=2[CH:12]=1>CO>[NH2:8][C:5]1[CH:6]=[CH:7][C:2]([Cl:1])=[C:3]([C:11]2[CH:38]=[C:37]([CH3:39])[C:14]3[N:15]=[C:16]([NH:19][C:20]4[CH:21]=[CH:22][C:23]([S:26]([NH:29][CH2:30][CH2:31][N:32]5[CH2:36][CH2:35][CH2:34][CH2:33]5)(=[O:27])=[O:28])=[CH:24][CH:25]=4)[N:17]=[N:18][C:13]=3[CH:12]=2)[CH:4]=1. Procedure: 4-[7-(2-chloro-5-nitro-phenyl)-5-methyl-benzo[1,2,4]triazin-3-ylamino]-N-(2-pyrrolidin-1-yl-ethyl)-benzenesulfonamide (0.41 mmol, 1.0 equiv) was dissolved in 20 mL of MeOH, and the reaction was evacuated of air by vacuum and placed under a blanket of argon. Pd/C (10% by wt) was added to the reaction, followed by another evacuation of argon, and by blanketing with hydrogen. The reaction was stirred under hydrogen blanket for 4 h, filtered through Celite, and concentrated by reduced pressure to gi...